From a dataset of the Open Reaction Database (ORD), a public repository of structured organic reaction records. describe an organic reaction: reactants, conditions, products, and yield Starting materials: CC1CC(C=2C=C(N=NC2C1)C1=CC(=CC=C1)C(F)(F)F)=O (7-methyl-3-(3-trifluoromethylphenyl)-7,8-dihydro-6H-cinnolin-5-one), [Br-] (bromide), C([O-])(O)=O.[Na+] (sodium bicarbonate). The solvent is C(C)(=O)OCC (ethyl acetate), C(C)(=O)OCC (ethyl acetate), C(C)(=O)OCC (ethyl acetate). The product is CC=1C=C(C=2C=C(N=NC2C1)C1=CC(=CC=C1)C(F)(F)F)O (7-methyl-3-(3-trifluoromethylphenyl)cinnolin-5-ol). Isolated yield 5.6%. Reaction SMILES: [CH3:1][CH:2]1[CH2:11][C:10]2[N:9]=[N:8][C:7]([C:12]3[CH:17]=[CH:16][CH:15]=[C:14]([C:18]([F:21])([F:20])[F:19])[CH:13]=3)=[CH:6][C:5]=2[C:4](=[O:22])[CH2:3]1.[Br-].C(=O)(O)[O-].[Na+]>C(OCC)(=O)C>[CH3:1][C:2]1[CH:3]=[C:4]([OH:22])[C:5]2[CH:6]=[C:7]([C:12]3[CH:17]=[CH:16][CH:15]=[C:14]([C:18]([F:21])([F:20])[F:19])[CH:13]=3)[N:8]=[N:9][C:10]=2[CH:11]=1 |f:2.3|. Procedure: To an ethyl acetate solution (1 mL) of 7-methyl-3-(3-trifluoromethylphenyl)-7,8-dihydro-6H-cinnolin-5-one (306 mg, 1.0 mmol) obtained in Example 66 was added cupuric bromide (446 mg, 2.0 mmol), followed by reaction under heating and refluxing for 8 hours, adding saturated sodium bicarbonate aqueous solution (2 mL) to the reaction liquid and extraction with ethyl acetate. To residue obtained after concentration of an organic layer under reduced pressure was added ethyl acetate (1 mL) and filtered... Starting materials: amides, Cl (HCl), ClC1=CC(=C(C=C1)N)N (4-chloro-1,2-phenylenediamine), C1(=CC=C(C=C1)C1CC(=O)OC(C1)=O)C1=CC=CC=C1 (3-(biphenyl-4-yl)glutaric anhydride). Solvent: O1CCOCC1 (1,4-dioxane), ClCCl (dichloromethane), O1CCOCC1 (1,4-dioxane). Reaction conditions: time 1 hour. Product: Cl.C1(=CC=C(C=C1)C(CC(=O)O)CC=1NC2=C(N1)C=CC(=C2)Cl)C2=CC=CC=C2 (3-(biphenyl-4-yl)-4-(5-chloro-2-benzimidazolyl)butanoic acid HCl). The yield is 84.2%. As a reaction SMILES: [Cl:1][C:2]1[CH:7]=[CH:6][C:5]([NH2:8])=[C:4]([NH2:9])[CH:3]=1.[C:10]1([C:24]2[CH:29]=[CH:28][CH:27]=[CH:26][CH:25]=2)[CH:15]=[CH:14][C:13]([CH:16]2[CH2:22][C:21](=O)[O:20][C:18](=[O:19])[CH2:17]2)=[CH:12][CH:11]=1.Cl>ClCCl.O1CCOCC1>[ClH:1].[C:10]1([C:24]2[CH:25]=[CH:26][CH:27]=[CH:28][CH:29]=2)[CH:15]=[CH:14][C:13]([CH:16]([CH2:22][C:21]2[NH:9][C:4]3[CH:3]=[C:2]([Cl:1])[CH:7]=[CH:6][C:5]=3[N:8]=2)[CH2:17][C:18]([OH:20])=[O:19])=[CH:12][CH:11]=1 |f:5.6|. Reported procedure: Commercial 4-chloro-1,2-phenylenediamine (214 mg) and 3-(biphenyl-4-yl)glutaric anhydride (399 mg) were dissolved in dichloromethane (5 ml) with heating. The dark solution was stirred at rt for 1 h. The precipitate formed was collected by suction filtration, washed with dichloromethane, and dried in vacuo to give a mixture of regioisomeric amides (0.48 g) as light brown solid. This solid was dissolved in 1,4-dioxane (1 ml) with heating. 4M HCl in 1,4-dioxane (3 ml) was added and the solution was... The reactants are ClC1=CC=C(OCC#N)C=C1 (4-chlorophenoxyacetonitrile), C1(=CC=C(C=C1)S(=O)(=O)O)C.C(CN)N (ethylenediamine p-toluenesulfonate), ClC1=C(C=CC=C1)Cl (1,2-dichlorobenzene). Run in C(Cl)Cl (methylene chloride). Conditions: temperature 178 celsius. Yields the product Cl.ClC1=CC=C(OCC=2NCCN2)C=C1 (2-((4-chlorophenoxy)methyl)-2-imidazoline hydrochloride). The yield is 148.1%. Reaction SMILES: [Cl:1][C:2]1[CH:11]=[CH:10][C:5]([O:6][CH2:7][C:8]#[N:9])=[CH:4][CH:3]=1.C1(C)C=CC(S(O)(=O)=O)=CC=1.[CH2:23](N)[CH2:24][NH2:25].ClC1C=CC=CC=1Cl>C(Cl)Cl>[ClH:1].[Cl:1][C:2]1[CH:11]=[CH:10][C:5]([O:6][CH2:7][C:8]2[NH:25][CH2:24][CH2:23][N:9]=2)=[CH:4][CH:3]=1 |f:1.2,5.6|. Procedure: A mixture of 25.1 g of 4-chlorophenoxyacetonitrile, 35.0 g of ethylenediamine p-toluenesulfonate and 112.5 ml of 1,2-dichlorobenzene was heated with stirring in a 500 ml round-bottomed three-necked flask at reflux (178° C.) for 1.0 hour. The reaction mixture was cooled, then diluted with methylene chloride and filtered. The crystals that were obtained were dried in a vacuum oven. The dried crystals were slurried in water, the resulting slurry basified and then extracted with methylene chloride. ... Reactants: CCC#CCCl, O=c1cnc(-c2ccc(Cl)cc2)n[nH]1, [H-], [Na+], CN(C)C=O. Product: CCC#CCn1nc(-c2ccc(Cl)cc2)ncc1=O. RXN SMILES: [Cl:17][CH2:18][C:19]#[C:20][CH2:21][CH3:22].[Cl:1][c:2]1[cH:3][cH:4][c:5](-[c:8]2[n:9][nH:10][c:11](=[O:14])[cH:12][n:13]2)[cH:6][cH:7]1.[H-:15].[Na+:16].[O:23]=[CH:24][N:25]([CH3:26])[CH3:27]>>[Cl:1][c:2]1[cH:3][cH:4][c:5](-[c:8]2[n:9][n:10]([CH2:18][C:19]#[C:20][CH2:21][CH3:22])[c:11](=[O:14])[cH:12][n:13]2)[cH:6][cH:7]1. Reactants: C(C1=CC=CC=C1)(=O)Cl (benzoyl chloride), [H-].[Na+] (sodium hydride), CN(P(=O)(N(C)C)N(C)C)C (hexamethylphosphoramide), BrC=1C(=C(NC1C1=CC=C(C=C1)Cl)Cl)C#N (4-bromo-2-chloro-5-(p-chlorophenyl)pyrrole-3-carbonitrile). Run in O (water), C(C)OCC (diethyl ether), O1CCCC1 (tetrahydrofuran). Reaction conditions: time 20 minute. The product is C(C1=CC=CC=C1)(=O)N1C(=C(C(=C1C1=CC=C(C=C1)Cl)Br)C#N)Cl (1-Benzoyl-4-bromo-2-chloro-5- (p-chlorophenyl ) pyrrole-3 -carbonitrile). Isolated yield 75.0%. As a reaction SMILES: [H-].[Na+].[Br:3][C:4]1[C:5]([C:17]#[N:18])=[C:6]([Cl:16])[NH:7][C:8]=1[C:9]1[CH:14]=[CH:13][C:12]([Cl:15])=[CH:11][CH:10]=1.CN(C)P(N(C)C)(N(C)C)=O.[C:30](Cl)(=[O:37])[C:31]1[CH:36]=[CH:35][CH:34]=[CH:33][CH:32]=1>O1CCCC1.O.C(OCC)C>[C:30]([N:7]1[C:8]([C:9]2[CH:10]=[CH:11][C:12]([Cl:15])=[CH:13][CH:14]=2)=[C:4]([Br:3])[C:5]([C:17]#[N:18])=[C:6]1[Cl:16])(=[O:37])[C:31]1[CH:36]=[CH:35][CH:34]=[CH:33][CH:32]=1 |f:0.1|. Reported procedure: To a suspension of sodium hydride (0.21 g of a 60% dispersion, 5.3 mmol) in 50 mL of dry tetrahydrofuran in a 100 mL single neck round bottom flask fitted with a condenser and a nitrogen inlet is added portionwise 4-bromo-2-chloro-5-(p-chlorophenyl)pyrrole-3-carbonitrile (1.0 g, 3.2 mmol). The reaction is stirred for 15 minutes at room temperature before the pipette addition of hexamethylphosphoramide (HMPA) (3 mL) followed immediately by benzoyl chloride (0.75 g, 5.4 mmol). Thereafter the react... Starting materials: C(C)(C)(C)OC(CCC1=C(C=C(C=C1C)C(NO)=N)C)=O (3-[4-(N-hydroxycarbamimidoyl)-2,6-dimethyl-phenyl]-propionic acid tert-butyl ester), OCCC1=CC=C(C#N)C=C1 (4-(2-hydroxy-ethyl)-benzonitrile). Product: ONC(C1=CC=C(C=C1)CCO)=N (N-Hydroxy-4-(2-hydroxy-ethyl)-benzamidine). Reaction SMILES: C(OC(=O)[CH2:7][CH2:8][C:9]1[C:14](C)=[CH:13][C:12]([C:16](=[NH:19])[NH:17][OH:18])=[CH:11][C:10]=1C)(C)(C)C.[OH:22]CCC1C=CC(C#N)=CC=1>>[OH:18][NH:17][C:16](=[NH:19])[C:12]1[CH:13]=[CH:14][C:9]([CH2:8][CH2:7][OH:22])=[CH:10][CH:11]=1. Procedure: The title compound is prepared in analogy to 3-[4-(N-hydroxycarbamimidoyl)-2,6-dimethyl-phenyl]-propionic acid tert-butyl ester (step g) starting from 4-(2-hydroxy-ethyl)-benzonitrile; LC-MS: tR=0.50*min, [M+1]+=181.27. Product: C(C)OC(C(C(=O)OCC)=CNC1=CC=CC=C1)=O (2-phenylaminomethylene-malonic acid diethyl ester). Conditions: temperature 145 celsius. Reported procedure: A mixture of aniline (25.6 g, 0.28 mol) and diethyl 2-(ethoxymethylene)malonate (62.4 g, 0.29 mol) was heated at 140-150° C. for 2 h. The mixture was cooled to room temperature and dried under reduced pressure to afford 2-phenylaminomethylene-malonic acid diethyl ester as a solid, which was used in the next step without further purification. 1H NMR (d-DMSO) δ 11.00 (d, 1H), 8.54 (d, J=13.6 Hz, 1H), 7.36-7.39 (m, 2H), 7.13-7.17 (m, 3H), 4.17-4.33 (m, 4H), 1.18-1.40 (m, 6H). As a reaction SMILES: [NH2:1][C:2]1[CH:7]=[CH:6][CH:5]=[CH:4][CH:3]=1.C(O[CH:11]=[C:12]([C:18]([O:20][CH2:21][CH3:22])=[O:19])[C:13]([O:15][CH2:16][CH3:17])=[O:14])C>>[CH2:16]([O:15][C:13](=[O:14])[C:12](=[CH:11][NH:1][C:2]1[CH:7]=[CH:6][CH:5]=[CH:4][CH:3]=1)[C:18]([O:20][CH2:21][CH3:22])=[O:19])[CH3:17]. Starting materials: NC1=CC=CC=C1 (aniline), C(C)OC=C(C(=O)OCC)C(=O)OCC (diethyl 2-(ethoxymethylene)malonate). Starting materials: C(C)(C)(C)OC(=O)NCC=1N(C(C2=CC=C(C=C2C1C1=CC=C(C=C1)C)C(=O)OC)=O)CC(C)C (methyl 3-[[(tert-butoxycarbonyl)amino]methyl]-2-isobutyl-4-(4-methylphenyl)-1-oxo-1,2-dihydro-6-isoquinolinecarboxylate), CO (methanol), [OH-].[Na+] (sodium hydroxide), Cl (hydrochloric acid). Solvent: O1CCCC1 (tetrahydrofuran), O (water). Run at time 1 hour. Yields the product C(C)(C)(C)OC(=O)NCC=1N(C(C2=CC=C(C=C2C1C1=CC=C(C=C1)C)C(=O)O)=O)CC(C)C (3-[[(tert-butoxycarbonyl)amino]methyl]-2-isobutyl-4-(4-methylphenyl)-1-oxo-1,2-dihydro-6-isoquinolinecarboxylic acid). Isolated yield 89.9%. As a reaction SMILES: [C:1]([O:5][C:6]([NH:8][CH2:9][C:10]1[N:11]([CH2:32][CH:33]([CH3:35])[CH3:34])[C:12](=[O:31])[C:13]2[C:18]([C:19]=1[C:20]1[CH:25]=[CH:24][C:23]([CH3:26])=[CH:22][CH:21]=1)=[CH:17][C:16]([C:27]([O:29]C)=[O:28])=[CH:15][CH:14]=2)=[O:7])([CH3:4])([CH3:3])[CH3:2].CO.[OH-].[Na+].Cl>O1CCCC1.O>[C:1]([O:5][C:6]([NH:8][CH2:9][C:10]1[N:11]([CH2:32][CH:33]([CH3:35])[CH3:34])[C:12](=[O:31])[C:13]2[C:18]([C:19]=1[C:20]1[CH:21]=[CH:22][C:23]([CH3:26])=[CH:24][CH:25]=1)=[CH:17][C:16]([C:27]([OH:29])=[O:28])=[CH:15][CH:14]=2)=[O:7])([CH3:2])([CH3:4])[CH3:3] |f:2.3|. Reported procedure: To a solution of methyl 3-[[(tert-butoxycarbonyl)amino]methyl]-2-isobutyl-4-(4-methylphenyl)-1-oxo-1,2-dihydro-6-isoquinolinecarboxylate (1.91 g, 4 mmol) in tetrahydrofuran (10 ml)-methanol (10 ml) was added 1N sodium hydroxide (8 ml) and the mixture was stirred at room temperature for 1 h. The reaction mixture was poured into water, acidified with 1N hydrochloric acid and extracted with ethyl acetate. The extract was washed with brine, dried over anhydrous magnesium sulfate and concentrated und... Reactants: CO, [Cu]Br, Cc1onc(-c2ccccc2)c1COc1ccc(I)nn1, N. RXN SMILES: [CH3:23][OH:24].[Cu:25][Br:26].[I:1][c:2]1[n:3][n:4][c:5]([O:8][CH2:9][c:10]2[c:11](-[c:16]3[cH:17][cH:18][cH:19][cH:20][cH:21]3)[n:12][o:13][c:14]2[CH3:15])[cH:6][cH:7]1.[NH3:22]>>[c:2]1([NH2:22])[n:3][n:4][c:5]([O:8][CH2:9][c:10]2[c:11](-[c:16]3[cH:17][cH:18][cH:19][cH:20][cH:21]3)[n:12][o:13][c:14]2[CH3:15])[cH:6][cH:7]1. Yields the product Cc1onc(-c2ccccc2)c1COc1ccc(N)nn1. Reactants: OC1=CC=C2C(C(COC2=C1)(C)C1=CC=C(C=C1)O)=O (7-hydroxyl-3-(4-hydroxyphenyl)-3-methylchroman-4-one), [H-].[Na+] (sodium hydride), O (water), COCCl (methoxymethyl chloride). Run in CN(C=O)C (dimethylformamide). Reaction conditions: time 30 minute. Product: OC1=CC=C(C=C1)C1(COC2=CC(=CC=C2C1=O)OCOC)C (3-(4-hydroxyphenyl)-7-methoxymethyloxy-3-methylchroman-4-one). Yield: 65.7%. RXN SMILES: [OH:1][C:2]1[CH:11]=[C:10]2[C:5]([C:6](=[O:20])[C:7]([C:13]3[CH:18]=[CH:17][C:16]([OH:19])=[CH:15][CH:14]=3)([CH3:12])[CH2:8][O:9]2)=[CH:4][CH:3]=1.[H-].[Na+].[CH3:23][O:24][CH2:25]Cl.O>CN(C)C=O>[OH:19][C:16]1[CH:17]=[CH:18][C:13]([C:7]2([CH3:12])[C:6](=[O:20])[C:5]3[C:10](=[CH:11][C:2]([O:1][CH2:23][O:24][CH3:25])=[CH:3][CH:4]=3)[O:9][CH2:8]2)=[CH:14][CH:15]=1 |f:1.2|. Procedure: To a solution of 7-hydroxyl-3-(4-hydroxyphenyl)-3-methylchroman-4-one (4.65 g, 17.20 mmol) in dry dimethylformamide (120 ml) was added sodium hydride (454 mg, 18.92 mmol) at room tempetarure and stirred for 30 minutes. To the reaction mixture was then added methoxymethyl chloride (1.523 g, 18.92 mmol) at the same temperature and stirred for 2 h. When the reaction was completed, water was added to the reaction solution which was then extracted with ethyl acetate. The extract was dried over anhydr...